This data is from the Open Reaction Database (ORD), a public repository of structured organic reaction records. The task is: describe an organic reaction: reactants, conditions, products, and yield Reactants: FC(C(C)(C)F)C1=CC(=CC=C1)C (1-(1,2-difluoro-2-methylpropyl)-3-methylbenzene), BrN1C(CCC1=O)=O (N-bromosuccinimide), N(=NC(C#N)(C)C)C(C#N)(C)C (2,2′-azobis(isobutyronitrile)). Solvent: C(Cl)(Cl)(Cl)Cl (carbon tetrachloride). The product is crude product, FC(C(C)(C)F)C=1C=C(CBr)C=CC1 (3-(1,2-difluoro-2-methylpropyl)benzyl bromide). RXN SMILES: [F:1][CH:2]([C:7]1[CH:12]=[CH:11][CH:10]=[C:9]([CH3:13])[CH:8]=1)[C:3]([F:6])([CH3:5])[CH3:4].[Br:14]N1C(=O)CCC1=O.N(C(C)(C)C#N)=NC(C)(C)C#N>C(Cl)(Cl)(Cl)Cl>[F:1][CH:2]([C:7]1[CH:8]=[C:9]([CH:10]=[CH:11][CH:12]=1)[CH2:13][Br:14])[C:3]([F:6])([CH3:5])[CH3:4]. Procedure details: A solution of 1-(1,2-difluoro-2-methylpropyl)-3-methylbenzene (2.747 g, 14.91 mmol), N-bromosuccinimide (2.65 g, 14.9 mmol) and 2,2′-azobis(isobutyronitrile) (0.1 g) in carbon tetrachloride (30 ml) was heated under reflux for 1.5 hrs. After cooling the reaction solution to room temperature, white precipitate was collected by filtration and washed with hexane. The solvent of the recovered filtrate was evaporated under reduced pressure to give a crude product of 3-(1,2-difluoro-2-methylpropyl)benz... The reactants are [N+](=O)([O-])C=1C=NN(C1)C1(CCC1)CO ((1-(4-nitro-1H-pyrazol-1-yl)cyclobutyl)methanol). The reagents and catalysts are [C].[Pd] (palladium-carbon). Run in C(C)O (ethanol). Reaction conditions: time 10 hour. The product is NC=1C=NN(C1)C1(CCC1)CO ((1-(4-amino-1H-pyrazol-1-yl)cyclobutyl)methanol). The yield is 98.3%. As a reaction SMILES: [N+:1]([C:4]1[CH:5]=[N:6][N:7]([C:9]2([CH2:13][OH:14])[CH2:12][CH2:11][CH2:10]2)[CH:8]=1)([O-])=O>C(O)C.[C].[Pd]>[NH2:1][C:4]1[CH:5]=[N:6][N:7]([C:9]2([CH2:13][OH:14])[CH2:12][CH2:11][CH2:10]2)[CH:8]=1 |f:2.3|. Procedure details: To a solution of (1-(4-nitro-1H-pyrazol-1-yl)cyclobutyl)methanol (480 mg) obtained in Step B of Example 127 in ethanol (30 mL) was added 10% palladium-carbon (100 mg), and the mixture was stirred at room temperature for 10 hr under hydrogen atmosphere (at normal pressures). The palladium-carbon was removed by filtration through Celite, and the solvent was evaporated under reduced pressure to give the title compound (400 mg). Starting materials: ClC=1C=C(C(C(=O)O)=CC1)O (4-chloro salicylic acid), [H-].[H-].[H-].[H-].[Li+].[Al+3] (LAH). The solvent is C1CCOC1 (THF). The product is ClC=1C=CC(=C(C1)O)CO (5-Chloro-2-hydroxymethyl-phenol). As a reaction SMILES: [Cl:1][C:2]1[CH:3]=[C:4]([OH:11])[C:5](=[CH:9][CH:10]=1)[C:6](O)=[O:7].[H-].[H-].[H-].[H-].[Li+].[Al+3]>C1COCC1>[Cl:1][C:2]1[CH:10]=[CH:9][C:5]([CH2:6][OH:7])=[C:4]([OH:11])[CH:3]=1 |f:1.2.3.4.5.6|. Procedure details: A solution of 4-chloro salicylic acid (10.0 g, 58.0 mmol) in THF (150 mL) was treated with LAH (1.5 equivalent) at reflux for 2 h. After cooling to ambient temperature, the reaction solution was quenched by 1 N NaHSO4 solution (200 mL), and then extracted with ether (300 mL). After separation, the organic layer was dried over anhydrous MgSO4, filtered and concentrated. The dried crude product 25 (7.5 g, 81%) was obtained as a gray solid, and was pure enough for use without further purification. Starting materials: [N+](=O)(O)[O-] (nitric acid), C1(CCCCC1)C1=CC(=C(C=C1)CC(=O)O)O (4-cyclohexyl-2-hydroxy-phenylacetic acid). The solvent is C(Cl)Cl (methylene chloride). Run at time 10 minute. Yields the product C1(CCCCC1)C1=CC(=C(C=C1[N+](=O)[O-])CC(=O)O)O (4-Cyclohexyl-2-hydroxy-5-nitrophenylacetic acid). Reaction SMILES: [N+:1]([O-:4])(O)=[O:2].[CH:5]1([C:11]2[CH:16]=[CH:15][C:14]([CH2:17][C:18]([OH:20])=[O:19])=[C:13]([OH:21])[CH:12]=2)[CH2:10][CH2:9][CH2:8][CH2:7][CH2:6]1>C(Cl)Cl>[CH:5]1([C:11]2[C:16]([N+:1]([O-:4])=[O:2])=[CH:15][C:14]([CH2:17][C:18]([OH:20])=[O:19])=[C:13]([OH:21])[CH:12]=2)[CH2:6][CH2:7][CH2:8][CH2:9][CH2:10]1. Procedure: 1.06 ml of 100% nitric acid are slowly added dropwise at -10° to a solution of 5.9 g of 4-cyclohexyl-2-hydroxy-phenylacetic acid in 100 ml of absolute methylene chloride. The mixture is finally stirred for 10 minutes without further cooling, the methylene chloride solution washed several times with water, dried over sodium sulphate and evaporated to yield the title compound. The reactants are [N+](=O)([O-])CC1(CCCCC1)CC(=O)OCC (Ethyl 1-nitromethyl-1-cyclohexaneacetate). Reagents/catalysts: [C].[Pd] (palladium-carbon). Solvent: C(C)O (ethanol). Product: C1NC(CC12CCCCC2)=O (2-Aza-spiro[4,5]decan-3-one). Yield: 0.9%. RXN SMILES: [N+:1]([CH2:4][C:5]1([CH2:11][C:12]([O:14]CC)=O)[CH2:10][CH2:9][CH2:8][CH2:7][CH2:6]1)([O-])=O>C(O)C.[C].[Pd]>[CH2:4]1[C:5]2([CH2:10][CH2:9][CH2:8][CH2:7][CH2:6]2)[CH2:11][C:12](=[O:14])[NH:1]1 |f:2.3|. Procedure: 190 g (0 82 mole) Ethyl 1-nitromethyl-1-cyclohexaneacetate in 3168 mL ethanol are hydrogenated for 4 hours at 125° C. in the presence of 62.9 g 10% palladium-carbon. At the end of the take up of hydrogen, the catalyst is filtered off and the colorless solution obtained is distilled to dryness in a vacuum. 116.2 g 2-Aza-spiro[4,5]decan-3-one in the form of a colorless crystallizate are obtained; yield 91.6% of theory. Content 97.1% (GC); m.p. 88° to 90° C. Reactants: NC=1C=NC=C(C(=O)O)C1 (5-Aminonicotinic acid), Cl (HCl), C(C)O (ethanol). The product is NC=1C=NC=C(C(=O)OCC)C1 (Ethyl 5-aminonicotinate). Reaction SMILES: [NH2:1][C:2]1[CH:3]=[N:4][CH:5]=[C:6]([CH:10]=1)[C:7]([OH:9])=[O:8].Cl.[CH2:12](O)[CH3:13]>>[NH2:1][C:2]1[CH:3]=[N:4][CH:5]=[C:6]([CH:10]=1)[C:7]([O:9][CH2:12][CH3:13])=[O:8]. Procedure details: 5-Aminonicotinic acid (2.2 g) (Bachman and Micucci, J. Amer. Chem. Soc. 70 (1948) 2381) in ethanol (20 ml) was ice-cooled, saturated with HCl gas and refluxed 4 hours. The mixture was concentrated to low volume and partitioned between EtOAc (100 ml) and saturated NaHCO3 solution (100 ml). The organic phase was washed with further aqueous NaHCO3, dried and evaporated to leave the title compound as a white solid (1.34 g). M.S. (+ve ion chemical ionisation) m/z 167 (MH+,100%). Starting materials: C1=CC=CC=2C3=CC=CC=C3C(C12)COC(=O)N[C@H](C(=O)N[C@@H](C(=O)O)CSSC(C)(C)C)CC1=CNC2=CC=CC=C12 ((S)-2-((S)-2-((((9H-fluoren-9-yl)methoxy)carbonyl)amino)-3-(1H-indol-3-yl)propanamido)-3-(tert-butyldisulfanyl)propanoic acid), C1CCC2=NCCCN2CC1 (1,8-diazabicyclo[5.4.0]-7-undecene), Cl (hydrochloric acid). Run in CN(C=O)C (N,N-dimethylformamide). The product is N[C@H](C(=O)N[C@@H](C(=O)O)CSSC(C)(C)C)CC1=CNC2=CC=CC=C12 ((S)-2-((S)-2-amino-3-(1H-indol-3-yl)propanamido)-3-(tert-butyldisulfanyl)propanoic acid). Isolated yield 70.5%. RXN SMILES: C1C2C(COC([NH:18][C@@H:19]([CH2:34][C:35]3[C:43]4[C:38](=[CH:39][CH:40]=[CH:41][CH:42]=4)[NH:37][CH:36]=3)[C:20]([NH:22][C@H:23]([CH2:27][S:28][S:29][C:30]([CH3:33])([CH3:32])[CH3:31])[C:24]([OH:26])=[O:25])=[O:21])=O)C3C(=CC=CC=3)C=2C=CC=1.C1CCN2C(=NCCC2)CC1.Cl>CN(C)C=O>[NH2:18][C@@H:19]([CH2:34][C:35]1[C:43]2[C:38](=[CH:39][CH:40]=[CH:41][CH:42]=2)[NH:37][CH:36]=1)[C:20]([NH:22][C@H:23]([CH2:27][S:28][S:29][C:30]([CH3:32])([CH3:31])[CH3:33])[C:24]([OH:26])=[O:25])=[O:21]. Reported procedure: A solution of ((S)-2-((S)-2-((((9H-fluoren-9-yl)methoxy)carbonyl)amino)-3-(1H-indol-3-yl)propanamido)-3-(tert-butyldisulfanyl)propanoic acid (Fmoc-Trp-D-Cys(StBu)-OH) (Compound SP642) (1.93 g, 3.12 mmol) in N,N-dimethylformamide (6.3 mL) was mixed with 1,8-diazabicyclo[5.4.0]-7-undecene (DBU) (706 μL, 4.69 mmol) with stirring at room temperature, and the reaction solution was stirred at room temperature for 1 hour. 1 N hydrochloric acid was added to the reaction solution, and the organic layer w...